From a dataset of the Open Reaction Database (ORD), a public repository of structured organic reaction records. describe an organic reaction: reactants, conditions, products, and yield Starting materials: CN, CO, N#Cc1c(Cl)nc(SCc2csc(-c3ccc(Cl)cc3)n2)c(C#N)c1-c1cc[nH]n1, C1CCOC1. The product is CNc1nc(SCc2csc(-c3ccc(Cl)cc3)n2)c(C#N)c(-c2cc[nH]n2)c1C#N. RXN SMILES: [CH3:31][NH2:32].[CH3:33][OH:34].[Cl:1][c:2]1[n:3][c:4]([S:17][CH2:18][c:19]2[n:20][c:21](-[c:24]3[cH:25][cH:26][c:27]([Cl:30])[cH:28][cH:29]3)[s:22][cH:23]2)[c:5]([C:15]#[N:16])[c:6](-[c:10]2[n:11][nH:12][cH:13][cH:14]2)[c:7]1[C:8]#[N:9].[O:35]1[CH2:36][CH2:37][CH2:38][CH2:39]1>>[c:2]1([NH:32][CH3:31])[n:3][c:4]([S:17][CH2:18][c:19]2[n:20][c:21](-[c:24]3[cH:25][cH:26][c:27]([Cl:30])[cH:28][cH:29]3)[s:22][cH:23]2)[c:5]([C:15]#[N:16])[c:6](-[c:10]2[n:11][nH:12][cH:13][cH:14]2)[c:7]1[C:8]#[N:9]. Reactants: C(C)NC(=O)NC1=CC=C(C=C1)C=1N=C(C2=C(N1)CCNC2)N2[C@H](COCC2)C ((S)-1-ethyl-3-(4-(4-(3-methylmorpholino)-5,6,7,8-tetrahydropyrido[4,3-d]pyrimidin-2-yl)phenyl)urea), C(C)(=O)Cl (acetyl chloride). The product is C(C)(=O)N1CC2=C(N=C(N=C2N2[C@H](COCC2)C)C2=CC=C(C=C2)NC(=O)NCC)CC1 ((S)-1-(4-(6-acetyl-4-(3-methylmorpholino)-5,6,7,8-tetrahydropyrido[4,3-d]pyrimidin-2-yl)phenyl)-3-ethylurea). RXN SMILES: [CH2:1]([NH:3][C:4]([NH:6][C:7]1[CH:12]=[CH:11][C:10]([C:13]2[N:14]=[C:15]([N:23]3[CH2:28][CH2:27][O:26][CH2:25][C@@H:24]3[CH3:29])[C:16]3[CH2:22][NH:21][CH2:20][CH2:19][C:17]=3[N:18]=2)=[CH:9][CH:8]=1)=[O:5])[CH3:2].[C:30](Cl)(=[O:32])[CH3:31]>>[C:30]([N:21]1[CH2:20][CH2:19][C:17]2[N:18]=[C:13]([C:10]3[CH:11]=[CH:12][C:7]([NH:6][C:4]([NH:3][CH2:1][CH3:2])=[O:5])=[CH:8][CH:9]=3)[N:14]=[C:15]([N:23]3[CH2:28][CH2:27][O:26][CH2:25][C@@H:24]3[CH3:29])[C:16]=2[CH2:22]1)(=[O:32])[CH3:31]. Reported procedure: Compound ey was prepared according to the procedure described in Example 5 by reacting (S)-1-ethyl-3-(4-(4-(3-methylmorpholino)-5,6,7,8-tetrahydropyrido[4,3-d]pyrimidin-2-yl)phenyl)urea with acetyl chloride. LC-MS: m/z=+439 (M+H)+. Reactants: C(=O)C1=C(C(=O)O)C=C(C=C1C1=CC=CC=C1)OC (2-formyl-5-methoxy-3-phenylbenzoic acid), O.NN (hydrazine hydrate). Product: COC1=CC(=C2C=NNC(C2=C1)=O)C1=CC=CC=C1 (7-Methoxy-5-phenyl-2H-phthalazin-1-one). RXN SMILES: [CH:1]([C:3]1[C:11]([C:12]2[CH:17]=[CH:16][CH:15]=[CH:14][CH:13]=2)=[CH:10][C:9]([O:18][CH3:19])=[CH:8][C:4]=1[C:5](O)=[O:6])=O.O.[NH2:21][NH2:22]>>[CH3:19][O:18][C:9]1[CH:8]=[C:4]2[C:3]([CH:1]=[N:21][NH:22][C:5]2=[O:6])=[C:11]([C:12]2[CH:17]=[CH:16][CH:15]=[CH:14][CH:13]=2)[CH:10]=1 |f:1.2|. Procedure: This compound is obtained according to the procedure described in 1.2. by reacting 2-formyl-5-methoxy-3-phenylbenzoic acid with hydrazine hydrate. Starting materials: CC(C)(C)[Si](C)(C)Cl, CN(C)C=O, Cl, O=C1CC(O)CN1, c1c[nH]cn1. The product is CC(C)(C)[Si](C)(C)OC1CNC(=O)C1. RXN SMILES: [C:6]([CH3:7])([CH3:8])([CH3:9])[Si:10]([CH3:11])([CH3:12])[Cl:13].[CH3:22][N:23]([CH3:24])[CH:25]=[O:26].[ClH:21].[OH:14][CH:15]1[CH2:16][C:17](=[O:20])[NH:18][CH2:19]1.[nH:1]1[cH:2][cH:3][n:4][cH:5]1>>[C:6]([CH3:7])([CH3:8])([CH3:9])[Si:10]([CH3:11])([CH3:12])[O:14][CH:15]1[CH2:16][C:17](=[O:20])[NH:18][CH2:19]1. Starting materials: CC1CN(Cc2nnc(-c3cc(Br)cc4c3cnn4C)o2)CC(C)O1, C1COCCO1, COc1ncc(B2OC(C)(C)C(C)(C)O2)cc1NS(C)(=O)=O, [Na+], [Na+], O=C([O-])[O-], O. RXN SMILES: [Br:1][c:2]1[cH:3][c:4](-[c:12]2[o:13][c:14]([CH2:17][N:18]3[CH2:19][CH:20]([CH3:25])[O:21][CH:22]([CH3:24])[CH2:23]3)[n:15][n:16]2)[c:5]2[cH:6][n:7][n:8]([CH3:11])[c:9]2[cH:10]1.[CH2:54]1[O:55][CH2:56][CH2:57][O:58][CH2:59]1.[CH3:26][O:27][c:28]1[n:29][cH:30][c:31]([B:39]2[O:40][C:41]([CH3:42])([CH3:43])[C:44]([CH3:45])([CH3:46])[O:47]2)[cH:32][c:33]1[NH:34][S:35](=[O:36])(=[O:37])[CH3:38].[Na+:48].[Na+:49].[O-:50][C:51](=[O:52])[O-:53].[OH2:60]>>[c:2]1(-[c:31]2[cH:30][n:29][c:28]([O:27][CH3:26])[c:33]([NH:34][S:35](=[O:36])(=[O:37])[CH3:38])[cH:32]2)[cH:3][c:4](-[c:12]2[o:13][c:14]([CH2:17][N:18]3[CH2:19][CH:20]([CH3:25])[O:21][CH:22]([CH3:24])[CH2:23]3)[n:15][n:16]2)[c:5]2[cH:6][n:7][n:8]([CH3:11])[c:9]2[cH:10]1. The product is COc1ncc(-c2cc(-c3nnc(CN4CC(C)OC(C)C4)o3)c3cnn(C)c3c2)cc1NS(C)(=O)=O. The reactants are O=C([O-])[O-], CCOC(=O)c1ncn(-c2cc(F)ccc2[N+](=O)[O-])c1C, CC#N, [K+], [K+], c1c[nH]cn1. The product is CCOC(=O)c1ncn(-c2cc(-n3ccnc3)ccc2[N+](=O)[O-])c1C. As a reaction SMILES: [C:27](=[O:28])([O-:29])[O-:30].[CH2:1]([CH3:2])[O:3][C:4](=[O:5])[c:6]1[n:7][cH:8][n:9](-[c:12]2[c:13]([N+:19](=[O:20])[O-:21])[cH:14][cH:15][c:16]([F:18])[cH:17]2)[c:10]1[CH3:11].[CH3:33][C:34]#[N:35].[K+:31].[K+:32].[nH:22]1[cH:23][n:24][cH:25][cH:26]1>>[CH2:1]([CH3:2])[O:3][C:4](=[O:5])[c:6]1[n:7][cH:8][n:9](-[c:12]2[c:13]([N+:19](=[O:20])[O-:21])[cH:14][cH:15][c:16](-[n:22]3[cH:23][n:24][cH:25][cH:26]3)[cH:17]2)[c:10]1[CH3:11]. Starting materials: CC(C)(C)O, C=CCn1cc(C(N)=O)c(Nc2ccc(I)cc2F)cc1=O, C1CN2CCN1CC2, [K+], [K+], [Na+], [Na+], O=C([O-])[O-], O=[Os](=O)(=O)=O, O, O=S([O-])S(=O)[O-]. The product is NC(=O)c1cn(CC(O)CO)c(=O)cc1Nc1ccc(I)cc1F. Reaction SMILES: [C:45]([OH:46])([CH3:47])([CH3:48])[CH3:49].[CH2:1]([CH:2]=[CH2:3])[n:4]1[cH:5][c:6]([C:20](=[O:21])[NH2:22])[c:7]([NH:11][c:12]2[c:13]([F:19])[cH:14][c:15]([I:18])[cH:16][cH:17]2)[cH:8][c:9]1=[O:10].[CH2:29]1[N:30]2[CH2:31][CH2:32][N:33]([CH2:34][CH2:35]2)[CH2:36]1.[K+:23].[K+:24].[Na+:43].[Na+:44].[O-:25][C:26](=[O:27])[O-:28].[O:51]=[Os:52](=[O:53])(=[O:54])=[O:55].[OH2:50].[S:37](=[O:38])([S:39]([O-:40])=[O:41])[O-:42]>>[CH2:1]([CH:2]([CH2:26][OH:28])[OH:38])[n:4]1[cH:5][c:6]([C:20](=[O:21])[NH2:22])[c:7]([NH:11][c:12]2[c:13]([F:19])[cH:14][c:15]([I:18])[cH:16][cH:17]2)[cH:8][c:9]1=[O:10]. The product is BrCCOC1CC2=C(SC3=C1C=CC=C3)C(=CC(=C2)Cl)Cl (10-(2-bromoethoxy)-2,4-dichloro-10,11-dihydrodibenzo[b,f]thiepine). The yield is 74.8%. Procedure details: A mixture of 2,4,10-trichloro-10,11-dihydrodibenzo[b,f]thiepine (2.5 g, 8.6 mmol, prepared as described in Coll. Czech. Chem. Commun. 46, 781, 1981), 2-bromoethanol (12.5 g, 100 mmol) and potassium carbonate (4.0 g, 30 mmol) in dichloromethane (20 ml) was stirred at 40° C. for 11 h. The solid was filtered off and the filtrate was evaporated in vacuo. The residue (3.4 g) was dissolved in a mixture of diethyl ether and light petroleum (1:1) (40 ml) and left to stand in a refrigerator for a week, a... The reactants are ClC1=CC2=C(SC3=C(C(C2)Cl)C=CC=C3)C(=C1)Cl (2,4,10-trichloro-10,11-dihydrodibenzo[b,f]thiepine), BrCCO (2-bromoethanol), C([O-])([O-])=O.[K+].[K+] (potassium carbonate). The solvent is ClCCl (dichloromethane). Reaction SMILES: [Cl:1][C:2]1[CH:17]=[C:16]([Cl:18])[C:5]2[S:6][C:7]3[CH:15]=[CH:14][CH:13]=[CH:12][C:8]=3[CH:9](Cl)[CH2:10][C:4]=2[CH:3]=1.[Br:19][CH2:20][CH2:21][OH:22].C(=O)([O-])[O-].[K+].[K+]>ClCCl>[Br:19][CH2:20][CH2:21][O:22][CH:9]1[C:8]2[CH:12]=[CH:13][CH:14]=[CH:15][C:7]=2[S:6][C:5]2[C:16]([Cl:18])=[CH:17][C:2]([Cl:1])=[CH:3][C:4]=2[CH2:10]1 |f:2.3.4|. Run at temperature 40 celsius, time 11 hour. The reactants are OO (hydrogen peroxide), C(C)(=O)C1=CC=C(O[C@@H](C(=O)OC)C)C=C1 (methyl (R)-2-(4-acetylphenoxy)propionate), S(=O)([O-])[O-].[Na+].[Na+] (sodium sulfite), OO (hydrogen peroxide). Solvent: O (water), C(=O)O (formic acid). Reaction conditions: temperature 35 celsius, time 5 hour. Yields the product C(C)(=O)OC1=CC=C(O[C@@H](C(=O)OC)C)C=C1 (Methyl (R)-2-(4-acetoxyphenoxy)propionate). Isolated yield 96.0%. RXN SMILES: OO.C([C:6]1[CH:18]=[CH:17][C:9]([O:10][C@H:11]([CH3:16])[C:12]([O:14][CH3:15])=[O:13])=[CH:8][CH:7]=1)(=O)C.S([O-])([O-])=O.[Na+].[Na+]>O.C(O)=O>[C:12]([O:14][C:6]1[CH:7]=[CH:8][C:9]([O:10][C@H:11]([CH3:16])[C:12]([O:14][CH3:15])=[O:13])=[CH:17][CH:18]=1)(=[O:13])[CH3:11] |f:2.3.4|. Procedure: 54.4 g (0.48 mol) of a 30% strength solution of hydrogen peroxide in water was added dropwise to the solution of 88.93 g (0.4 mol) of methyl (R)-2-(4-acetylphenoxy)propionate in 356 g of formic acid at 35° C. over the course of 1 h. After stirring at 35° C. for 5 hours, the excess hydrogen peroxide was decomposed with 5 g of sodium sulfite. The mixture was finally concentrated under reduced pressure and subjected to a short-path distillation at 150°-160° C. under 0.5 mbar. Yield: 96% (94-95% ena...